This data is from the Open Reaction Database (ORD), a public repository of structured organic reaction records. The task is: describe an organic reaction: reactants, conditions, products, and yield The reactants are S(=O)(Cl)Cl (thionyl chloride), ClC1=CC=C2C=CC(=NC2=C1)COC1=CC2=C(OCC3=C(C2O)C=CC=C3)C=C1 (2-(7-chloroquinolin-2-yl)methoxy-11-hydroxy-6,11-dihydrodibenz[b,e]oxepine). Solvent: C(Cl)Cl (methylene chloride). Product: ClC1C2=C(OCC3=C1C=CC=C3)C=CC(=C2)OCC2=NC3=CC(=CC=C3C=C2)Cl (11-chloro-2-(7-chloroquinolin-2-yl)methoxy-6,11-dihydrodibenz[b,e]oxepine). Reaction SMILES: S(Cl)([Cl:3])=O.[Cl:5][C:6]1[CH:15]=[C:14]2[C:9]([CH:10]=[CH:11][C:12]([CH2:16][O:17][C:18]3[CH:33]=[CH:32][C:21]4[O:22][CH2:23][C:24]5[CH:31]=[CH:30][CH:29]=[CH:28][C:25]=5[CH:26](O)[C:20]=4[CH:19]=3)=[N:13]2)=[CH:8][CH:7]=1>C(Cl)Cl>[Cl:3][CH:26]1[C:25]2[CH:28]=[CH:29][CH:30]=[CH:31][C:24]=2[CH2:23][O:22][C:21]2[CH:32]=[CH:33][C:18]([O:17][CH2:16][C:12]3[CH:11]=[CH:10][C:9]4[C:14](=[CH:15][C:6]([Cl:5])=[CH:7][CH:8]=4)[N:13]=3)=[CH:19][C:20]1=2. Procedure: While stirring under ice cooling, 0.34 ml of thionyl chloride was added to 1.88 g of 2-(7-chloroquinolin-2-yl)methoxy-11-hydroxy-6,11-dihydrodibenz[b,e]oxepine dissolved in 21 ml of methylene chloride and the mixture was stirred at the same temperature for 30 minutes to produce 11-chloro-2-(7-chloroquinolin-2-yl)methoxy-6,11-dihydrodibenz[b,e]oxepine. After the solvent was removed from the reaction mixture, the residue was dissolved in 20 ml of methylene chloride, 1.25 ml of triethylamine and 1....